Dataset: the Open Reaction Database (ORD), a public repository of structured organic reaction records. Task: describe an organic reaction: reactants, conditions, products, and yield The reactants are Ice water, COCC1(OC2=C(C(=C1)C(=O)NC)C=C(C=C2)[N+](=O)[O-])C (2-methoxymethyl-N,2-dimethyl-6-nitro-2H-1-benzopyran-4-carboxamide), CI (methyl iodide), [H-].[Na+] (sodium hydride). Run in CN(C=O)C (N,N-dimethylformamide). Yields the product COCC1(OC2=C(C(=C1)C(=O)N(C)C)C=C(C=C2)[N+](=O)[O-])C (2-methoxymethyl-N,N,2-trimethyl-6-nitro-2H-1-benzopyran-4-carboxamide). Reaction SMILES: [CH3:1][O:2][CH2:3][C:4]1([CH3:21])[CH:9]=[C:8]([C:10]([NH:12][CH3:13])=[O:11])[C:7]2[CH:14]=[C:15]([N+:18]([O-:20])=[O:19])[CH:16]=[CH:17][C:6]=2[O:5]1.[CH3:22]I.[H-].[Na+]>CN(C)C=O>[CH3:1][O:2][CH2:3][C:4]1([CH3:21])[CH:9]=[C:8]([C:10]([N:12]([CH3:22])[CH3:13])=[O:11])[C:7]2[CH:14]=[C:15]([N+:18]([O-:20])=[O:19])[CH:16]=[CH:17][C:6]=2[O:5]1 |f:2.3|. Reported procedure: To a mixture of 130 mg of 2-methoxymethyl-N,2-dimethyl-6-nitro-2H-1-benzopyran-4-carboxamide, 83 μl of methyl iodide and 5 ml of dried N,N-dimethylformamide was added 21 mg of sodium hydride (60%) with stirring under ice-cooling and stirred at room temperature for 15 hours. Ice water was added to the reaction solution and it was extracted with ether. An organic layer was washed with water and dried, and the solvent was distilled. The resultant residue was purified according to silica gel column ...